Task: describe an organic reaction: reactants, conditions, products, and yield. Dataset: the Open Reaction Database (ORD), a public repository of structured organic reaction records The reactants are [Si](C1=CC=CC=C1)(C1=CC=CC=C1)(C(C)(C)C)OC1=CC=C(OC[C@H](CNCCC2=CC=C(NC3CCN(CC3)C(=O)C=3SC4=C(C3OC)C=CC=C4)C=C2)O)C=C1 ({4-[4-(2-{[(2S)-3-(4-{[tert-Butyl(diphenyl)silyl]oxy}phenoxy)-2-hydroxy-propyl]amino}ethyl)anilino]-1-piperidinyl)(3-methoxy-1-benzothiophen-2-yl)methanone). The solvent is C(Cl)(Cl)Cl.CO (chloroform methanol). The product is O[C@@H](CNCCC1=CC=C(C=C1)NC1CCN(CC1)C(=O)C1=C(C2=C(S1)C=CC=C2)OC)COC2=CC=C(C=C2)O ([4-(4-{2-[(2S)-2-Hydroxy-3-(4-hydroxy-phenoxy)-propylamino]-ethyl}-phenylamino)-piperidin-1-yl]-(3-methoxy-benzo[b]thiophen-2-yl)-methanone). Isolated yield 83.0%. RXN SMILES: [Si]([O:18][C:19]1[CH:58]=[CH:57][C:22]([O:23][CH2:24][C@@H:25]([OH:56])[CH2:26][NH:27][CH2:28][CH2:29][C:30]2[CH:55]=[CH:54][C:33]([NH:34][CH:35]3[CH2:40][CH2:39][N:38]([C:41]([C:43]4[S:44][C:45]5[CH:53]=[CH:52][CH:51]=[CH:50][C:46]=5[C:47]=4[O:48][CH3:49])=[O:42])[CH2:37][CH2:36]3)=[CH:32][CH:31]=2)=[CH:21][CH:20]=1)(C(C)(C)C)(C1C=CC=CC=1)C1C=CC=CC=1>C(Cl)(Cl)Cl.CO>[OH:56][C@H:25]([CH2:24][O:23][C:22]1[CH:21]=[CH:20][C:19]([OH:18])=[CH:58][CH:57]=1)[CH2:26][NH:27][CH2:28][CH2:29][C:30]1[CH:55]=[CH:54][C:33]([NH:34][CH:35]2[CH2:36][CH2:37][N:38]([C:41]([C:43]3[S:44][C:45]4[CH:53]=[CH:52][CH:51]=[CH:50][C:46]=4[C:47]=3[O:48][CH3:49])=[O:42])[CH2:39][CH2:40]2)=[CH:32][CH:31]=1 |f:1.2|. Reported procedure: {4-[4-(2-{[(2S)-3-(4-{[tert-Butyl(diphenyl)silyl]oxy}phenoxy)-2-hydroxy-propyl]amino}ethyl)anilino]-1-piperidinyl)(3-methoxy-1-benzothiophen-2-yl)methanone (0.148 g, 0.182 mmol) was reacted according to Procedure H (eluant: 5:1 chloroform-methanol) to give the title compound (0.087 g, 0.151 mmol).